The task is: describe an organic reaction: reactants, conditions, products, and yield. This data is from the Open Reaction Database (ORD), a public repository of structured organic reaction records. The reactants are C(#N)C=1C=C(C(=NC1C)O)C(=O)OCC (5-cyano-2-hydroxy-6-methyl-3-pyridine-carboxylic acid, ethyl ester), P(=O)(Cl)(Cl)Cl (phosphorous oxychloride). Product: ClC1=NC(=C(C=C1C(=O)OCC)C#N)C (2-Chloro-5-cyano-6-methyl-3-pyridine-carboxylic acid, ethyl ester). Reaction SMILES: [C:1]([C:3]1[CH:4]=[C:5]([C:11]([O:13][CH2:14][CH3:15])=[O:12])[C:6](O)=[N:7][C:8]=1[CH3:9])#[N:2].P(Cl)(Cl)([Cl:18])=O>>[Cl:18][C:6]1[C:5]([C:11]([O:13][CH2:14][CH3:15])=[O:12])=[CH:4][C:3]([C:1]#[N:2])=[C:8]([CH3:9])[N:7]=1. Procedure: 200 g of 5-cyano-2-hydroxy-6-methyl-3-pyridine-carboxylic acid, ethyl ester (1 mol) are refluxed with stirring in 750 ml of phosphorous oxychloride for 5 hours. The excess of phosphorous oxychloride is removed in vacuo and the residue poured in 1 kg of ice. 2-chloro-5-cyano-6-methyl-3-pyridine-carboxylic acid, ethyl ester crystallizes and is filtered off. Yield 170 g (76%); m.p. 43°-45° C. (petrol ether). The reactants are B(Br)(Br)Br (boron tribromide), ClC1(C(C1)(C)C1=CC=C(C=C1)OC)Cl (p-(2,2-dichloro-1-methylcyclopropyl)anisole). The solvent is C(Cl)Cl (methylene dichloride), C(Cl)Cl (methylene dichloride). Run at time 1 hour. Yields the product ClC1(C(C1)(C)C1=CC=C(C=C1)O)Cl (p-(2,2-dichloro-1-methylcyclopropyl)phenol). As a reaction SMILES: B(Br)(Br)Br.[Cl:5][C:6]1([Cl:18])[CH2:8][C:7]1([C:10]1[CH:15]=[CH:14][C:13]([O:16]C)=[CH:12][CH:11]=1)[CH3:9]>C(Cl)Cl>[Cl:5][C:6]1([Cl:18])[CH2:8][C:7]1([C:10]1[CH:15]=[CH:14][C:13]([OH:16])=[CH:12][CH:11]=1)[CH3:9]. Procedure: A solution of 6.1 g. (0.0242 mole) of boron tribromide in 25 ml. of methylene dichloride was added dropwise to a stirred solution of 6.1 g. (0.0264 mole) of p-(2,2-dichloro-1-methylcyclopropyl)anisole in 25 ml. of methylene dichloride cooled in an ice bath. The reaction mixture was stirred at 0° for one hour, then the ice bath was removed and the mixture stirred for an additional one hour. The reaction mixture was quenched in ice water and the layers separated. The aqueous layer was extracted wi... Reactants: CC1(O)CCNCC1, CC(Cl)Cl, C1CCOC1, COc1cnc(N2CCOCC2)c2sc(NC(=O)Oc3ccccc3)nc12. Yields the product COc1cnc(N2CCOCC2)c2sc(NC(=O)N3CCC(C)(O)CC3)nc12. As a reaction SMILES: [CH3:28][C:29]1([OH:35])[CH2:30][CH2:31][NH:32][CH2:33][CH2:34]1.[Cl:36][CH:37]([Cl:38])[CH3:39].[O:40]1[CH2:41][CH2:42][CH2:43][CH2:44]1.[c:1]1([O:2][C:8]([NH:9][c:10]2[s:11][c:12]3[c:13]([N:21]4[CH2:22][CH2:23][O:24][CH2:25][CH2:26]4)[n:14][cH:15][c:16]([O:19][CH3:20])[c:17]3[n:18]2)=[O:27])[cH:3][cH:4][cH:5][cH:6][cH:7]1>>[C:8]([NH:9][c:10]1[s:11][c:12]2[c:13]([N:21]3[CH2:22][CH2:23][O:24][CH2:25][CH2:26]3)[n:14][cH:15][c:16]([O:19][CH3:20])[c:17]2[n:18]1)(=[O:27])[N:32]1[CH2:31][CH2:30][C:29]([CH3:28])([OH:35])[CH2:34][CH2:33]1. Reactants: O=C(O)C1(C2CCCCC2)CCNCC1, O=C(Cl)OCc1ccccc1, Cl, [Na+], C1COCCO1, [OH-]. Product: O=C(OCc1ccccc1)N1CCC(C(=O)O)(C2CCCCC2)CC1. As a reaction SMILES: [CH:2]1([C:8]2([C:14](=[O:15])[OH:16])[CH2:9][CH2:10][NH:11][CH2:12][CH2:13]2)[CH2:3][CH2:4][CH2:5][CH2:6][CH2:7]1.[Cl:19][C:20](=[O:21])[O:22][CH2:23][c:24]1[cH:25][cH:26][cH:27][cH:28][cH:29]1.[ClH:1].[Na+:18].[O:30]1[CH2:31][CH2:32][O:33][CH2:34][CH2:35]1.[OH-:17]>>[CH:2]1([C:8]2([C:14](=[O:15])[OH:16])[CH2:9][CH2:10][N:11]([C:20](=[O:21])[O:22][CH2:23][c:24]3[cH:25][cH:26][cH:27][cH:28][cH:29]3)[CH2:12][CH2:13]2)[CH2:3][CH2:4][CH2:5][CH2:6][CH2:7]1. Reactants: Cc1nc(N2CCN(C(=O)OC(C)(C)C)CC2)ccc1N, CS(C)=O, CCN(C(C)C)C(C)C, Cc1ccc(-n2nc(C(C)(CF)CF)cc2NC(=O)OCC(Cl)(Cl)Cl)cc1, O. The product is Cc1ccc(-n2nc(C(C)(CF)CF)cc2NC(=O)Nc2ccc(N3CCN(C(=O)OC(C)(C)C)CC3)nc2C)cc1. As a reaction SMILES: [C:37]([CH3:38])([CH3:39])([CH3:40])[O:41][C:42](=[O:43])[N:44]1[CH2:45][CH2:46][N:47]([c:50]2[n:51][c:52]([CH3:57])[c:53]([NH2:56])[cH:54][cH:55]2)[CH2:48][CH2:49]1.[CH3:59][S:60]([CH3:61])=[O:62].[CH:28]([N:29]([CH2:30][CH3:31])[CH:32]([CH3:33])[CH3:34])([CH3:35])[CH3:36].[Cl:1][C:2]([Cl:3])([Cl:25])[CH2:26][O:4][C:5]([NH:6][c:7]1[n:8](-[c:18]2[cH:19][cH:20][c:21]([CH3:24])[cH:22][cH:23]2)[n:9][c:10]([C:12]([CH2:13][F:14])([CH3:15])[CH2:16][F:17])[cH:11]1)=[O:27].[OH2:58]>>[O:4]=[C:5]([NH:6][c:7]1[n:8](-[c:18]2[cH:19][cH:20][c:21]([CH3:24])[cH:22][cH:23]2)[n:9][c:10]([C:12]([CH2:13][F:14])([CH3:15])[CH2:16][F:17])[cH:11]1)[NH:56][c:53]1[c:52]([CH3:57])[n:51][c:50]([N:47]2[CH2:46][CH2:45][N:44]([C:42]([O:41][C:37]([CH3:38])([CH3:39])[CH3:40])=[O:43])[CH2:49][CH2:48]2)[cH:55][cH:54]1. Reactants: O=Cc1cc(Br)ccc1O, CCOC(=O)C(C)(C)Br, [K+], [K+], O=C([O-])[O-], CN(C)C=O. The product is CCOC(=O)C(C)(C)Oc1ccc(Br)cc1C=O. RXN SMILES: [Br:1][c:2]1[cH:3][cH:4][c:5]([OH:10])[c:6]([CH:7]=[O:8])[cH:9]1.[CH2:17]([CH3:18])[O:19][C:20]([C:21]([CH3:22])([CH3:23])[Br:24])=[O:25].[K+:11].[K+:12].[O-:13][C:14]([O-:15])=[O:16].[O:26]=[CH:27][N:28]([CH3:29])[CH3:30]>>[Br:1][c:2]1[cH:3][cH:4][c:5]([O:10][C:21]([C:20]([O:19][CH2:17][CH3:18])=[O:25])([CH3:22])[CH3:23])[c:6]([CH:7]=[O:8])[cH:9]1. Reactants: [Cl-].[NH4+] (ammonium chloride), C[C@@H](CCCCCCC=C)O ((S)-dec-9-ene-2-ol), [H-].[Na+] (sodium hydride), C(C1=CC=CC=C1)Br (benzyl bromide). Reagents/catalysts: [I-].C(CCC)[N+](CCCC)(CCCC)CCCC (tetra-n-butyl ammonium iodide). Run in CCCCCC (hexane), C(C)(=O)OCC (ethyl acetate), CCCCCC (hexane), O1CCCC1 (tetrahydrofuran), ice. Reaction conditions: time 2 hour. Product: C(C1=CC=CC=C1)O[C@@H](C)CCCCCCC=C ((S)-2-benzyloxydec-9-ene). The yield is 99.7%. As a reaction SMILES: [H-].[Na+].[CH3:3][C@H:4]([OH:13])[CH2:5][CH2:6][CH2:7][CH2:8][CH2:9][CH2:10][CH:11]=[CH2:12].[CH2:14](Br)[C:15]1[CH:20]=[CH:19][CH:18]=[CH:17][CH:16]=1.[Cl-].[NH4+]>[I-].C([N+](CCCC)(CCCC)CCCC)CCC.CCCCCC.C(OCC)(=O)C.O1CCCC1>[CH2:14]([O:13][C@H:4]([CH2:5][CH2:6][CH2:7][CH2:8][CH2:9][CH2:10][CH:11]=[CH2:12])[CH3:3])[C:15]1[CH:20]=[CH:19][CH:18]=[CH:17][CH:16]=1 |f:0.1,4.5,6.7|. Procedure: To a suspension of 3.2 g (133 mmol) sodium hydride (freed from paraffin) in 105 ml ice cold abs. tetrahydrofuran was added 6.2 g (39.5 mmol) (S)-dec-9-ene-2-ol under argon. After stirring for 2 h, 470 mg (1.3 mmol) tetra-n-butyl ammonium iodide were added, followed by dropwise addition of 13.5 g (9.4 ml, 78.9 mmol) benzyl bromide, while stirring was continued for 12 h. Subsequently, 50 ml saturated aqueous ammonium chloride solution were added at 0° C. followed by 50 ml hexane. The aqueous layer... The reactants are FC(C1=CC=C(C=C1)N=C=S)(F)F (4-(Trifluoromethyl)phenyl isothiocyanate), CNC1=C(C=C(OC2=CC(=NC=C2)C#N)C=C1)N (4-(4-methylamino-3-amino-phenoxy)-pyridine-2-carbonitrile), [Cl-].ClC1[NH+](CCN1C)C (2-Chloro-1,3-dimethylimidazolinium chloride), 2.11-g, CCN(C(C)C)C(C)C (DIPEA), amine. Run in CC#N (MeCN), O (H2O). Reaction conditions: temperature 50 celsius, time 10 minute. Product: CN1C(=NC2=C1C=CC(=C2)OC2=CC(=NC=C2)C#N)NC2=CC=C(C=C2)C(F)(F)F (4-[1-Methyl-2-(4-(trifluoromethyl)phenylamino)-1H-benzoimidazol-5-yloxy]-pyridine-2-carbonitrile). The yield is 82.8%. RXN SMILES: [F:1][C:2]([F:13])([F:12])[C:3]1[CH:8]=[CH:7][C:6]([N:9]=[C:10]=S)=[CH:5][CH:4]=1.[CH3:14][NH:15][C:16]1[CH:30]=[CH:29][C:19]([O:20][C:21]2[CH:26]=[CH:25][N:24]=[C:23]([C:27]#[N:28])[CH:22]=2)=[CH:18][C:17]=1[NH2:31].CCN(C(C)C)C(C)C.[Cl-].ClC1N(C)CC[NH+]1C>CC#N.O>[CH3:14][N:15]1[C:16]2[CH:30]=[CH:29][C:19]([O:20][C:21]3[CH:26]=[CH:25][N:24]=[C:23]([C:27]#[N:28])[CH:22]=3)=[CH:18][C:17]=2[N:31]=[C:10]1[NH:9][C:6]1[CH:7]=[CH:8][C:3]([C:2]([F:13])([F:12])[F:1])=[CH:4][CH:5]=1 |f:3.4|. Reported procedure: 4-(Trifluoromethyl)phenyl isothiocyanate (9.65 g, 0.0475 moles) was added to a solution of 4-(4-methylamino-3-amino-phenoxy)-pyridine-2-carbonitrile (12.0 g, 0.05 moles) in MeCN (60 mL). HPLC analysis indicated complete conversion of the amine after 40 min. The mixture was filtered and the removed solids washed with MeCN (2×12 mL). DIPEA (17.5 mL, 0.1 moles) was added to the filtrate. 2-Chloro-1,3-dimethylimidazolinium chloride (DMC) was added in 4×2.11-g portions (8.44 g, 0.05 moles) every 10 m... Reported procedure: A mixture of tert-butyl 9-bicyclo[2.2.1]hepta-2-yl-2,3-dihydro-1,4-benzoxazepine-4(5H)-carboxylate (100 mg, 0.292 mmol), ethyl acetate (1 ml) and 4N hydrogen chloride-ethyl acetate solution (2 ml) was stirred at room temperature for 0.5 hr, and the solvent was evaporated under reduced pressure. The residue was recrystallized from a mixed solvent of methanol and ether to give the desired product (24.0 mg, 29.4%) as a solid. Run at time 0.5 hour. The reactants are tert-butyl, CC(CCCCC)OC(=O)N1CCOC2=C(C1)C=CC=C2 (hepta-2-yl-2,3-dihydro-1,4-benzoxazepine-4(5H)-carboxylate), C(C)(=O)OCC.Cl (hydrogen chloride-ethyl acetate). Run in C(C)(=O)OCC (ethyl acetate). RXN SMILES: CC(OC([N:11]1[CH2:17][C:16]2[CH:18]=[CH:19][CH:20]=[CH:21][C:15]=2[O:14][CH2:13][CH2:12]1)=O)CCCCC.C(O[CH2:26][CH3:27])(=O)C.[ClH:28]>C(OCC)(=O)C>[ClH:28].[CH3:17][CH:16]([CH:13]1[CH2:12][NH:11][CH2:17][C:16]2[CH:18]=[CH:19][CH:20]=[CH:21][C:15]=2[O:14]1)[CH2:15][CH2:21][CH2:20][CH2:26][CH3:27] |f:1.2,4.5|. Product: Cl.CC(CCCCC)C1OC2=C(CNC1)C=CC=C2 (hepta-2-yl-2,3,4,5-tetrahydro-1,4-benzoxazepine hydrochloride). The yield is 29.4%.